From a dataset of the Open Reaction Database (ORD), a public repository of structured organic reaction records. describe an organic reaction: reactants, conditions, products, and yield Reactants: C(C)(=O)Cl (acetyl chloride), [N-]=[N+]=[N-].[Na+] (sodium azide), BrCN1CN(CN(CN(C1)[N+](=O)[O-])[N+](=O)[O-])[N+](=O)[O-] (1-bromomethyl-3,5,7-trinitro-1,3,5,7-tetrazacyclooctane). Solvent: C(Cl)Cl (methylene chloride), O (water). Run at temperature 5 celsius, time 3 hour. The product is N(=[N+]=[N-])CN1CN(CN(CN(C1)[N+](=O)[O-])[N+](=O)[O-])[N+](=O)[O-] (1-azidomethyl-3,5,7-trinitro-1,3,5,7-tetrazacyclooctane). As a reaction SMILES: [N-:1]=[N+:2]=[N-:3].[Na+].C(Cl)(=O)C.Br[CH2:10][N:11]1[CH2:18][N:17]([N+:19]([O-:21])=[O:20])[CH2:16][N:15]([N+:22]([O-:24])=[O:23])[CH2:14][N:13]([N+:25]([O-:27])=[O:26])[CH2:12]1>O.C(Cl)Cl>[N:1]([CH2:10][N:11]1[CH2:18][N:17]([N+:19]([O-:21])=[O:20])[CH2:16][N:15]([N+:22]([O-:24])=[O:23])[CH2:14][N:13]([N+:25]([O-:27])=[O:26])[CH2:12]1)=[N+:2]=[N-:3] |f:0.1|. Procedure: A solution of sodium azide (345 g, 5.45 mole) in water (1200 mL) was cooled to 5° C. and with good stirring a solution of acetyl chloride (286 g, 3.64 mol) in methylene chloride (640 mL) was added in 2.5 h, maintaining the temperature at 5° C. with external cooling. The upper aqueous layer was siphoned off and Compound 4 (101 g, 0.294 mol) was added. The mixture was stirred for 3 h at 10°-15° C. and filtered. The white solid was washed with methylene chloride (2×200 mL), water (200 mL), and ethe... Starting materials: CCO, CC(=O)O, ClCCl, NO, O=C1CCC(c2ccccc2)CC1. The product is ON=C1CCC(c2ccccc2)CC1. Reaction SMILES: [CH3:16][CH2:17][OH:18].[CH3:19][C:20](=[O:21])[OH:22].[Cl:23][CH2:24][Cl:25].[NH2:14][OH:15].[c:1]1([CH:7]2[CH2:8][CH2:9][C:10](=[O:13])[CH2:11][CH2:12]2)[cH:2][cH:3][cH:4][cH:5][cH:6]1>>[c:1]1([CH:7]2[CH2:8][CH2:9][C:10](=[N:14][OH:15])[CH2:11][CH2:12]2)[cH:2][cH:3][cH:4][cH:5][cH:6]1. The product is OC=1C=NC2=C(C=CC=C2C1)OC (3-hydroxy-8-methoxy quinoline). Run in S(O)(O)(=O)=O (sulfuric acid), O (water), O (water). As a reaction SMILES: N[C:2]1[CH:3]=[N:4][C:5]2[C:10]([CH:11]=1)=[CH:9][CH:8]=[CH:7][C:6]=2[O:12][CH3:13].N([O-])=[O:15].[Na+].C(=O)([O-])[O-].[K+].[K+]>S(=O)(=O)(O)O.O>[OH:15][C:2]1[CH:3]=[N:4][C:5]2[C:10]([CH:11]=1)=[CH:9][CH:8]=[CH:7][C:6]=2[O:12][CH3:13] |f:1.2,3.4.5|. Procedure: In 53 ml of 33%(v/v) sulfuric acid was dissolved 6.2 g of 3-amino-8-methoxy quinoline [compound (IV)]. The solution was cooled to 0° C., and to the solution was slowly dropped 2.6 g of sodium nitrite which is dissolved in 12 ml of water. The solution was agitated at 0° to 5° C. for 30 minutes. The resulting solution was dropped in 47 ml of 50%(v/v) which was kept 160° C., agitated for 1 hour, and cooled. To the solution was added 300 ml of water and neutralized with aqueous potassium carbonate. ... Reaction conditions: temperature 0 celsius, time 30 minute. Starting materials: NC=1C=NC2=C(C=CC=C2C1)OC (3-amino-8-methoxy quinoline), NC=1C=NC2=C(C=CC=C2C1)OC (3-amino-8-methoxy quinoline), C([O-])([O-])=O.[K+].[K+] (potassium carbonate), N(=O)[O-].[Na+] (sodium nitrite). Starting materials: ClCCl, Cc1ccc(-c2cc(CCCO)nc(C#N)n2)cc1C. Yields the product Cc1ccc(-c2cc(CCC=O)nc(C#N)n2)cc1C. Reaction SMILES: [Cl:21][CH2:22][Cl:23].[OH:1][CH2:2][CH2:3][CH2:4][c:5]1[n:6][c:7]([C:19]#[N:20])[n:8][c:9](-[c:11]2[cH:12][c:13]([CH3:18])[c:14]([CH3:17])[cH:15][cH:16]2)[cH:10]1>>[O:1]=[CH:2][CH2:3][CH2:4][c:5]1[n:6][c:7]([C:19]#[N:20])[n:8][c:9](-[c:11]2[cH:12][c:13]([CH3:18])[c:14]([CH3:17])[cH:15][cH:16]2)[cH:10]1. Reactants: alkyl phenyl ether, C(C)(C)C1=C(C=CC=C1)OC(C)C (isopropyl (2-isopropylphenyl) ether), CC(=O)C (acetone). The product is C(C)(C)C1=C(C(=CC=C1)C(C)C)O (2,6-diisopropylphenol). Reported procedure: The following description is representative of the rearrangement of an alkyl phenyl ether. A mixture of 15 g isopropyl (2-isopropylphenyl) ether and 5 g of catalyst (gamma-alumina, silica-modifed alumina, or aluminum phosphate) in a 300 ml stirred autoclave under nitrogen may be heated for 2-6 hours with stirring. After the reaction mixture has cooled to room temperature a solvent such as acetone may be added and the mixture filtered. Solvent may be removed by evaporation, under reduced pressure... Reagents/catalysts: catalyst. As a reaction SMILES: [CH:1]([C:4]1[CH:9]=[CH:8][CH:7]=[CH:6][C:5]=1[O:10]C(C)C)([CH3:3])[CH3:2].[CH3:14][C:15]([CH3:17])=O>>[CH:15]([C:6]1[CH:7]=[CH:8][CH:9]=[C:4]([CH:1]([CH3:2])[CH3:3])[C:5]=1[OH:10])([CH3:17])[CH3:14]. The reactants are O=C([O-])O, CCOC(C)=O, CC(C)=O, [Na+], O, OCCCc1cccc2[nH]cc(Sc3ccccc3)c12. The product is O=S(=O)(c1ccccc1)c1c[nH]c2cccc(CCCO)c12. As a reaction SMILES: [C:21]([OH:22])(=[O:23])[O-:24].[CH3:26][CH2:27][O:28][C:29](=[O:30])[CH3:31].[CH3:33][C:34](=[O:35])[CH3:36].[Na+:25].[OH2:32].[c:1]1([S:7][c:8]2[cH:9][nH:10][c:11]3[cH:12][cH:13][cH:14][c:15]([CH2:17][CH2:18][CH2:19][OH:20])[c:16]23)[cH:2][cH:3][cH:4][cH:5][cH:6]1>>[c:1]1([S:7]([c:8]2[cH:9][nH:10][c:11]3[cH:12][cH:13][cH:14][c:15]([CH2:17][CH2:18][CH2:19][OH:20])[c:16]23)(=[O:22])=[O:32])[cH:2][cH:3][cH:4][cH:5][cH:6]1.